From a dataset of the Open Reaction Database (ORD), a public repository of structured organic reaction records. describe an organic reaction: reactants, conditions, products, and yield Reactants: ClC1=C(NCC(F)(F)F)C=CC(=C1)C=1C(=NOC1C)C (2-Chloro-4-(3,5-dimethylisoxazol-4-yl)-N-(2,2,2-trifluoroethyl)aniline), F[B-](F)(F)F.O=[N+]=O (nitronium tetrafluoroborate), C(C)#N (acetonitrile), F[B-](F)(F)F.O=[N+]=O (nitronium tetrafluoroborate). Reagents/catalysts: [Zn] (zinc), [Zn] (Zinc). The solvent is ClCCl (dichloromethane), S1(=O)(=O)CCCC1 (sulfolane), C(C)(=O)O (acetic acid), C(C)O (ethanol). Conditions: temperature 0 celsius, time 1 hour. Product: ClC=1C=C(C=C(C1NCC(F)(F)F)N)C=1C(=NOC1C)C (6-chloro-4-(3,5-dimethylisoxazol-4-yl)-N1-(2,2,2-trifluoroethyl)benzene-1,2-diamine). RXN SMILES: [Cl:1][C:2]1[CH:13]=[C:12]([C:14]2[C:15]([CH3:20])=[N:16][O:17][C:18]=2[CH3:19])[CH:11]=[CH:10][C:3]=1[NH:4][CH2:5][C:6]([F:9])([F:8])[F:7].C(#[N:23])C.F[B-](F)(F)F.O=[N+]=O>ClCCl.S1(CCCC1)(=O)=O.C(O)C.C(O)(=O)C.[Zn]>[Cl:1][C:2]1[CH:13]=[C:12]([C:14]2[C:15]([CH3:20])=[N:16][O:17][C:18]=2[CH3:19])[CH:11]=[C:10]([NH2:23])[C:3]=1[NH:4][CH2:5][C:6]([F:8])([F:9])[F:7] |f:2.3|. Reported procedure: 2-Chloro-4-(3,5-dimethylisoxazol-4-yl)-N-(2,2,2-trifluoroethyl)aniline (200 mg, 0.66 mmol) was dissolved in dichloromethane (10 mL) and acetonitrile (10 mL) and cooled to 0° C. under argon. To reaction mixture was added 0.5M nitronium tetrafluoroborate (1.84 ml) slowly over 20 minutes. Reaction mixture was stirred at 0° C., for 1 hour and allowed to warm to room temperature. After 3 hours, the reaction mixture was cooled to 0° C. again and 0.5M nitronium tetrafluoroborate in sulfolane (1.84 ml) ...